The task is: describe an organic reaction: reactants, conditions, products, and yield. This data is from the Open Reaction Database (ORD), a public repository of structured organic reaction records. Reactants: CN(C)C=O, CCOC(=O)c1cc2cc(CCl)ccc2o1, N#C[Na]. The product is CCOC(=O)c1cc2cc(CC#N)ccc2o1. Reaction SMILES: [CH3:20][N:21]([CH3:22])[CH:23]=[O:24].[Cl:1][CH2:2][c:3]1[cH:4][c:5]2[c:6]([o:7][c:8]([C:10](=[O:11])[O:12][CH2:13][CH3:14])[cH:9]2)[cH:15][cH:16]1.[Na:17][C:18]#[N:19]>>[CH2:2]([c:3]1[cH:4][c:5]2[c:6]([o:7][c:8]([C:10](=[O:11])[O:12][CH2:13][CH3:14])[cH:9]2)[cH:15][cH:16]1)[C:18]#[N:19]. Starting materials: CC(=O)O, [O-][Cl+3]([O-])([O-])O, CC(O)c1cccc2c1S(=O)(=O)c1ccccc1O2. Product: CCc1cccc2c1S(=O)(=O)c1ccccc1O2. As a reaction SMILES: [CH3:25][C:26](=[O:27])[OH:28].[Cl+3:20]([OH:21])([O-:22])([O-:23])[O-:24].[OH:1][CH:2]([CH3:3])[c:4]1[cH:5][cH:6][cH:7][c:8]2[c:17]1[S:16](=[O:18])(=[O:19])[c:15]1[c:10]([cH:11][cH:12][cH:13][cH:14]1)[O:9]2>>[CH2:2]([CH3:3])[c:4]1[cH:5][cH:6][cH:7][c:8]2[c:17]1[S:16](=[O:18])(=[O:19])[c:15]1[c:10]([cH:11][cH:12][cH:13][cH:14]1)[O:9]2. Reaction SMILES: [C:1]([O:4][C:5]1[CH:13]=[CH:12][C:8]([C:9](Cl)=[O:10])=[CH:7][CH:6]=1)(=[O:3])[CH3:2].[F:14][C:15]1[CH:20]=[CH:19][C:18]([SH:21])=[CH:17][CH:16]=1.N1C=CC=CC=1>C(#N)C>[C:1]([O:4][C:5]1[CH:13]=[CH:12][C:8]([C:9]([S:21][C:18]2[CH:19]=[CH:20][C:15]([F:14])=[CH:16][CH:17]=2)=[O:10])=[CH:7][CH:6]=1)(=[O:3])[CH3:2]. Yield: 95.5%. The solvent is C(C)#N (acetonitrile), C(C)#N (acetonitrile). Starting materials: N1=CC=CC=C1 (pyridine), C(C)(=O)OC1=CC=C(C(=O)Cl)C=C1 (4-acetoxybenzoyl chloride), FC1=CC=C(C=C1)S (4-fluorothiophenol). Reported procedure: A solution of 4-acetoxybenzoyl chloride (7.74 g) in dry acetonitrile (10 ml) was added to a solution of 4-fluorothiophenol (5.00 g) in acetonitrile (40 ml). The mixture was cooled to 5° C. by immersion in an ice-water bath and pyridine (3.15 ml) added dropwise to the stirred solution. The mixture was stirred at 5° C. for 1 hour, allowed to reach room temperature and stirred for a further 2 hours, and then the solvents were evaporated in vacuo. The residue was partitioned between ethyl acetate an... Yields the product C(C)(=O)OC1=CC=C(C(=O)SC2=CC=C(C=C2)F)C=C1 (S-(4-Fluorophenyl) 4-(acetoxy)thiobenzoate). Reaction conditions: temperature 5 celsius, time 1 hour. Starting materials: C(#N)C=1C=CC2=C(C(=C(O2)C(C2CCCCC2)NC2=CC=C(C=C2)C(=O)NCCC(=O)OCC)C)C1 (ethyl 3-{[(4-{[(5-cyano-3-methyl-1-benzofuran-2-yl)(cyclohexyl)methyl]amino}phenyl)carbonyl]amino}propanoate), O1CCCC1 (tetrahydrofuran), [OH-].[Li+] (lithium hydroxide). Run in C(C)O (ethanol). Run at time 5 hour. Product: C(#N)C=1C=CC2=C(C(=C(O2)C(C2CCCCC2)NC2=CC=C(C=C2)C(=O)NCCC(=O)O)C)C1 (3-{[(4-{[(5-cyano-3-methyl-1-benzofuran-2-yl)(cyclohexyl)methyl]amino}phenyl)carbonyl]amino}propanoic acid). The yield is 91.4%. As a reaction SMILES: [C:1]([C:3]1[CH:4]=[CH:5][C:6]2[O:10][C:9]([CH:11]([NH:18][C:19]3[CH:24]=[CH:23][C:22]([C:25]([NH:27][CH2:28][CH2:29][C:30]([O:32]CC)=[O:31])=[O:26])=[CH:21][CH:20]=3)[CH:12]3[CH2:17][CH2:16][CH2:15][CH2:14][CH2:13]3)=[C:8]([CH3:35])[C:7]=2[CH:36]=1)#[N:2].O1CCCC1.[OH-].[Li+]>C(O)C>[C:1]([C:3]1[CH:4]=[CH:5][C:6]2[O:10][C:9]([CH:11]([NH:18][C:19]3[CH:20]=[CH:21][C:22]([C:25]([NH:27][CH2:28][CH2:29][C:30]([OH:32])=[O:31])=[O:26])=[CH:23][CH:24]=3)[CH:12]3[CH2:17][CH2:16][CH2:15][CH2:14][CH2:13]3)=[C:8]([CH3:35])[C:7]=2[CH:36]=1)#[N:2] |f:2.3|. Procedure: To a mixture of ethyl 3-{[(4-{[(5-cyano-3-methyl-1-benzofuran-2-yl)(cyclohexyl)methyl]amino}phenyl)carbonyl]amino}propanoate (195 mg) synthesized above, tetrahydrofuran (5 mL) and ethanol (5 mL) was added 1N lithium hydroxide aqueous solution (800 μL), and the mixture was stirred at room temperature for 5 hr, and concentrated under reduced pressure. The residue was dissolved in water (10 mL), and 1N hydrochloric acid (800 μL) was added at 0° C. The resulting precipitate was collected by filtrati... Starting materials: CC(=O)c1ccc(S(=O)(=O)Cl)cc1, C1CCNC1. The product is CC(=O)c1ccc(S(=O)(=O)N2CCCC2)cc1. As a reaction SMILES: [C:6]([CH3:7])(=[O:8])[c:9]1[cH:10][cH:11][c:12]([S:15](=[O:16])(=[O:17])[Cl:18])[cH:13][cH:14]1.[CH2:1]1[CH2:2][CH2:3][NH:4][CH2:5]1>>[CH2:1]1[CH2:2][CH2:3][N:4]([S:15]([c:12]2[cH:11][cH:10][c:9]([C:6]([CH3:7])=[O:8])[cH:14][cH:13]2)(=[O:16])=[O:17])[CH2:5]1.